Dataset: the Open Reaction Database (ORD), a public repository of structured organic reaction records. Task: describe an organic reaction: reactants, conditions, products, and yield Starting materials: C(C=CCC)(=O)Cl (2-pentenoyl chloride), CC1=CC[C@H]2C[C@@H]1C2(C)C ((−)-alpha-pinene). The reagents and catalysts are [Cl-].[Zn+2].[Cl-] (zinc chloride). Solvent: C(CCl)Cl (ethylene chloride), C(CCl)Cl (ethylene dichloride). Conditions: temperature 30 celsius, time 30 minute. The product is C(C)C1CC(C2C(=CCC1(C2)C(=C)C)C)=O (4-Ethyl-5-isopropenyl-8-methylbicyclo[3.3.1]non-7-en-2-one). Isolated yield 12.9%. As a reaction SMILES: [C:1](Cl)(=[O:6])[CH:2]=[CH:3][CH2:4][CH3:5].[CH3:8][C:9]1[C@H:14]2[C:15]([CH3:17])([CH3:16])[C@H:12]([CH2:13]2)[CH2:11][CH:10]=1>C(Cl)CCl.[Cl-].[Zn+2].[Cl-]>[CH2:4]([CH:3]1[C:12]2([C:15]([CH3:17])=[CH2:16])[CH2:13][CH:14]([C:9]([CH3:8])=[CH:10][CH2:11]2)[C:1](=[O:6])[CH2:2]1)[CH3:5] |f:3.4.5|. Procedure details: At 30° C., a mixture of 7.35 g of 2-pentenoyl chloride (62 mmol) and 1.7 g of zinc chloride (12 mmol, 0.2 eq.) in 85 ml ethylene chloride was treated dropwise within 20 min. with a solution of 19.4 g of (−)-alpha-pinene (142 mmol, 2 eq.) in 20 ml ethylene dichloride. The reaction mixture was then stirred at 30° C. for 30 min., then at 50° C. for 2 h, and finally at 80° C. for 1 h. After cooling, the reaction mixture was washed with aq. sat. NaCl soln. and aq. sat. NaHCO3 soln. The aq. phases wer... Starting materials: COc1cnc(Br)c2[nH]cc(C(=O)C(=O)N3CCc4c(cccc4-c4ccccn4)C3)c12, O=C([O-])[O-], CNC1CCCCC1NC, [Cu]I, FC(F)(F)c1nc[nH]n1, [K+], [K+], C1COCCO1. Product: COc1cnc(-n2cnc(C(F)(F)F)n2)c2[nH]cc(C(=O)C(=O)N3CCc4c(cccc4-c4ccccn4)C3)c12. As a reaction SMILES: [Br:1][c:2]1[n:3][cH:4][c:5]([O:31][CH3:32])[c:6]2[c:7]1[nH:8][cH:9][c:10]2[C:11]([C:12](=[O:13])[N:14]1[CH2:15][c:16]2[cH:17][cH:18][cH:19][c:20](-[c:24]3[n:25][cH:26][cH:27][cH:28][cH:29]3)[c:21]2[CH2:22][CH2:23]1)=[O:30].[C:52](=[O:53])([O-:54])[O-:55].[CH3:42][NH:43][CH:44]1[CH2:45][CH2:46][CH2:47][CH2:48][CH:49]1[NH:50][CH3:51].[Cu:64][I:65].[F:33][C:34]([c:35]1[n:36][nH:37][cH:38][n:39]1)([F:40])[F:41].[K+:56].[K+:57].[O:58]1[CH2:59][CH2:60][O:61][CH2:62][CH2:63]1>>[c:2]1(-[n:37]2[n:36][c:35]([C:34]([F:33])([F:40])[F:41])[n:39][cH:38]2)[n:3][cH:4][c:5]([O:31][CH3:32])[c:6]2[c:7]1[nH:8][cH:9][c:10]2[C:11]([C:12](=[O:13])[N:14]1[CH2:15][c:16]2[cH:17][cH:18][cH:19][c:20](-[c:24]3[n:25][cH:26][cH:27][cH:28][cH:29]3)[c:21]2[CH2:22][CH2:23]1)=[O:30]. Reactants: BrC1=CC=C(C=C1)C(C(C)NC(=O)OCC)=O (4'-bromo-2-ethoxycarbonylaminopropiophenone), O.NN (hydrazine hydrate). The solvent is C(CCC)O (n-butanol). Yields the product BrC1=CC=C(C=C1)C=1C(NC(NN1)=O)C (6-(4-bromophenyl)-5-methyl-4,5-dihydro-1,2,4-triazin-3(2H)-one). The yield is 43.8%. As a reaction SMILES: [Br:1][C:2]1[CH:7]=[CH:6][C:5]([C:8](=O)[CH:9]([NH:11][C:12]([O:14]CC)=O)[CH3:10])=[CH:4][CH:3]=1.O.[NH2:19][NH2:20]>C(O)CCC>[Br:1][C:2]1[CH:7]=[CH:6][C:5]([C:8]2[CH:9]([CH3:10])[NH:11][C:12](=[O:14])[NH:19][N:20]=2)=[CH:4][CH:3]=1 |f:1.2|. Procedure details: A mixture of 4'-bromo-2-ethoxycarbonylaminopropiophenone (4.29 g), hydrazine hydrate (8 g) and n-butanol (50 ml) was refluxed under heating for 68 hours. The solution was evaporated to dryness, and the resultant residue was dissolved in a mixture of chloroform and methanol. The solution was washed with water and the washings were extracted with chloroform. The combined organic layer was dried over magnesium sulfate and evaporated to dryness. The resultant residue was washed with diisopropyl ethe... Starting materials: CCOP(=O)(CCC(=O)OCc1ccccc1)OCC, CCOC(=O)CCP(=O)(OCC)OCC, CCCCCC, CCO, O. Product: CCOP(=O)(CCC(=O)O)OCC. Reaction SMILES: [CH2:1]([CH3:2])[O:3][P:4](=[O:5])([O:6][CH2:7][CH3:8])[CH2:9][CH2:10][C:11](=[O:12])[O:13][CH2:14][c:15]1[cH:16][cH:17][cH:18][cH:19][cH:20]1.[CH2:21]([O:22][P:23]([CH2:24][CH2:25][C:26]([O:27][CH2:28][CH3:29])=[O:30])([O:31][CH2:32][CH3:33])=[O:34])[CH3:35].[CH3:37][CH2:38][CH2:39][CH2:40][CH2:41][CH3:42].[CH3:43][CH2:44][OH:45].[OH2:36]>>[CH2:1]([CH3:2])[O:3][P:4](=[O:5])([O:6][CH2:7][CH3:8])[CH2:9][CH2:10][C:11](=[O:12])[OH:13].